This data is from the Open Reaction Database (ORD), a public repository of structured organic reaction records. The task is: describe an organic reaction: reactants, conditions, products, and yield Starting materials: COC(CCC1=C(C=CC=C1OCCCCCC(=O)OC)CCCCCCOC1=C(C(=C(C=C1)C(C)=O)O)CCCC1=CC=CC=C1)=O (2-[6-[4-acetyl-3-hydroxy-2-(3-phenylpropyl)phenoxy]hexyl]-6-[(6-methoxy-6-oxohexyl)oxy]benzenepropanoic acid methyl ester), CO (methanol). Yields the product COC(CCC1=C(C=CC=C1CCCCCCOC1=C(C2=C(C(C=CO2)=O)C=C1)CCCC1=CC=CC=C1)OCCCCCC(=O)OC)=O (2-[(6-Methoxy-6-oxohexyl)oxy]-6-[6-[[4-oxo-8-(3-phenylpropyl)-4H-1-benzopyran-7-yl]oxy]hexyl]benzenepropanoic Acid Methyl Ester). Isolated yield 57.4%. RXN SMILES: [CH3:1][O:2][C:3](=[O:48])[CH2:4][CH2:5][C:6]1[C:11]([O:12][CH2:13][CH2:14][CH2:15][CH2:16][CH2:17][C:18]([O:20][CH3:21])=[O:19])=[CH:10][CH:9]=[CH:8][C:7]=1[CH2:22][CH2:23][CH2:24][CH2:25][CH2:26][CH2:27][O:28][C:29]1[CH:34]=[CH:33][C:32]([C:35](=[O:37])[CH3:36])=[C:31]([OH:38])[C:30]=1[CH2:39][CH2:40][CH2:41][C:42]1[CH:47]=[CH:46][CH:45]=[CH:44][CH:43]=1.[CH3:49]O>>[CH3:1][O:2][C:3](=[O:48])[CH2:4][CH2:5][C:6]1[C:7]([CH2:22][CH2:23][CH2:24][CH2:25][CH2:26][CH2:27][O:28][C:29]2[CH:34]=[CH:33][C:32]3[C:35](=[O:37])[CH:36]=[CH:49][O:38][C:31]=3[C:30]=2[CH2:39][CH2:40][CH2:41][C:42]2[CH:47]=[CH:46][CH:45]=[CH:44][CH:43]=2)=[CH:8][CH:9]=[CH:10][C:11]=1[O:12][CH2:13][CH2:14][CH2:15][CH2:16][CH2:17][C:18]([O:20][CH3:21])=[O:19]. Procedure details: Using the procedure of example 1 with the modification that methanol was used in place of ethanol, 2-[6-[4-acetyl-3-hydroxy-2-(3-phenylpropyl)phenoxy]hexyl]-6-[(6-methoxy-6-oxohexyl)oxy]benzenepropanoic acid methyl ester from the preceding example was converted into the title compound, a pale-yellow oil purified by flash-chromatography on silica gel (eluting with 3:1 toluene-ethyl acetate), in 57.4% yield. The reactants are N1(CCOCC1)C1=C(C=C(C=C1)C(=O)N1CC=2N(CC3=C1C=CC=C3)C=CC2)S(=O)(=O)N (2-Morpholin-4-yl-5-(5H-pyrrolo[2,1-c][1,4]benzodiazepin-10(11H)-ylcarbonyl)benzenesulfonamide), ClC(C(=O)Cl)(Cl)Cl (trichloroacetyl chloride), O (water). The solvent is O1CCOCC1 (1,4-dioxane). Yields the product N1(CCOCC1)C1=C(C=C(C=C1)C(=O)N1CC=2N(CC3=C1C=CC=C3)C(=CC2)C(C(Cl)(Cl)Cl)=O)S(=O)(=O)N (2-Morpholin-4-yl-5-{[3-(trichloroacetyl)-5H-pyrrolo[2,1-c][1,4]benzodiazepin-10(11H)-yl]carbonyl}benzenesulfonamide). Isolated yield 86.6%. RXN SMILES: [N:1]1([C:7]2[CH:12]=[CH:11][C:10]([C:13]([N:15]3[C:21]4[CH:22]=[CH:23][CH:24]=[CH:25][C:20]=4[CH2:19][N:18]4[CH:26]=[CH:27][CH:28]=[C:17]4[CH2:16]3)=[O:14])=[CH:9][C:8]=2[S:29]([NH2:32])(=[O:31])=[O:30])[CH2:6][CH2:5][O:4][CH2:3][CH2:2]1.[Cl:33][C:34]([Cl:39])([Cl:38])[C:35](Cl)=[O:36].O>O1CCOCC1>[N:1]1([C:7]2[CH:12]=[CH:11][C:10]([C:13]([N:15]3[C:21]4[CH:22]=[CH:23][CH:24]=[CH:25][C:20]=4[CH2:19][N:18]4[C:26]([C:35](=[O:36])[C:34]([Cl:39])([Cl:38])[Cl:33])=[CH:27][CH:28]=[C:17]4[CH2:16]3)=[O:14])=[CH:9][C:8]=2[S:29]([NH2:32])(=[O:30])=[O:31])[CH2:2][CH2:3][O:4][CH2:5][CH2:6]1. Procedure: A solution containing 0.77 g (0.0017 mol) of 2-morpholin-4-yl-5-(5H-pyrrolo[2,1-c][1,4]benzodiazepin-10(11H)-ylcarbonyl)benzenesulfonamide of Step B and 0.62 g (0.0034 mol) of trichloroacetyl chloride in 50 mL of 1,4-dioxane was heated under reflux for 3 hrours. The solution was allowed to cool to room temperature and then poured into 750 mL of water with stirring. The solid was collected, washed and dries to provide the title compound (0.88 g), m.p. 165-167° C. dec. Reactants: ClC1=CC=C(C=C1)C=CC(C(C(C)C)(C)C)=O (1-(4-chloro-phenyl)-4,4,5-trimethyl-1-hexen-3-one). The reagents and catalysts are [Ni] (Raney nickel). The solvent is C1(=CC=CC=C1)C (toluene). Run at temperature 80 celsius, time 5 hour. Product: ClC1=CC=C(C=C1)CCC(C(C(C)C)(C)C)=O (1-(4-chlorophenyl)-4,4,5-trimethyl-hexan-3-one). The yield is 84.8%. RXN SMILES: [Cl:1][C:2]1[CH:7]=[CH:6][C:5]([CH:8]=[CH:9][C:10](=[O:17])[C:11]([CH3:16])([CH3:15])[CH:12]([CH3:14])[CH3:13])=[CH:4][CH:3]=1>[Ni].C1(C)C=CC=CC=1>[Cl:1][C:2]1[CH:3]=[CH:4][C:5]([CH2:8][CH2:9][C:10](=[O:17])[C:11]([CH3:15])([CH3:16])[CH:12]([CH3:13])[CH3:14])=[CH:6][CH:7]=1. Reported procedure: 5 g of Raney nickel are added to a solution of 33.1 g (0.132 mol) of 1-(4-chloro-phenyl)-4,4,5-trimethyl-1-hexen-3-one in 200 ml of toluene and the mixture is stirred in an autoclave for 5 hours at 80° C. under a hydrogen pressure of 80-100 bar. After this, the reaction mixture is filtered and concentrated under reduced pressure. 28.3 g (85% of theory) of 1-(4-chlorophenyl)-4,4,5-trimethyl-hexan-3-one are obtained in the form of a yellow oil. ##STR23##